From a dataset of the Open Reaction Database (ORD), a public repository of structured organic reaction records. describe an organic reaction: reactants, conditions, products, and yield The reactants are Cc1ccccc1, CC(C)C=O, Fc1ccc(CCl)c(Cl)c1. The product is CC(C)(C=O)Cc1ccc(F)cc1Cl. RXN SMILES: [CH3:16][c:17]1[cH:18][cH:19][cH:20][cH:21][cH:22]1.[CH:11]([CH:12]([CH3:13])[CH3:14])=[O:15].[Cl:1][c:2]1[c:3]([CH2:4][Cl:5])[cH:6][cH:7][c:8]([F:10])[cH:9]1>>[Cl:1][c:2]1[c:3]([CH2:4][C:12]([CH:11]=[O:15])([CH3:13])[CH3:14])[cH:6][cH:7][c:8]([F:10])[cH:9]1. Starting materials: C1(=C(C=CC=C1)CC1=C(C(=C2C(=CC=CN12)OCC(=O)OC)C(C(=O)N)=O)C(C)C)C1=CC=CC=C1 (2-(3-(Biphenyl-2-ylmethyl)-8-carbomethoxymethyloxy-2-isopropylindolizin-1-yl)glyoxylamide). Run in C(Cl)(Cl)Cl (CHCl3). The product is C1(=C(C=CC=C1)CC1=C(C(=C2C(=CC=CN12)OCC(=O)O)C(C(=O)N)=O)C)C1=CC=CC=C1 (2-(3-(Biphenyl-2-ylmethyl)-8-carboxymethoxyl-2-methylindolizin-1-yl)glyoxylamide). The yield is 62.1%. RXN SMILES: [C:1]1([C:31]2[CH:36]=[CH:35][CH:34]=[CH:33][CH:32]=2)[CH:6]=[CH:5][CH:4]=[CH:3][C:2]=1[CH2:7][C:8]1[N:16]2[C:11]([C:12]([O:17][CH2:18][C:19]([O:21]C)=[O:20])=[CH:13][CH:14]=[CH:15]2)=[C:10]([C:23](=[O:27])[C:24]([NH2:26])=[O:25])[C:9]=1[CH:28](C)C>C(Cl)(Cl)Cl>[C:1]1([C:31]2[CH:32]=[CH:33][CH:34]=[CH:35][CH:36]=2)[CH:6]=[CH:5][CH:4]=[CH:3][C:2]=1[CH2:7][C:8]1[N:16]2[C:11]([C:12]([O:17][CH2:18][C:19]([OH:21])=[O:20])=[CH:13][CH:14]=[CH:15]2)=[C:10]([C:23](=[O:27])[C:24]([NH2:26])=[O:25])[C:9]=1[CH3:28]. Reported procedure: Mp, 221-224° C. 62.1% Yield. IR νmax (nujol) 3448, 3344, 1735, 1635 (sh), 1615 cm−1. 1H NMR (CDCl3) δ 2.40 (3H, s), 4.14 (2H, s), 4.74 (2H, s), 6.38 (1H, d, J=8.1 Hz), 6.54 (1H, t, J=6.9 Hz), 6.81 (1H, d, J=7.5 Hz), 7.05-7.53 (8H, m). Analyses: Calc'd for C26H22N2O5.0.5H2O: C, 69.17; H, 5.13; N, 6.20. Found: C, 69.07; H, 5.06; N, 6.17. 2-(3-(Biphenyl-2-ylmethyl)-8-carbomethoxymethyloxy-2-isopropylindolizin-1-yl)glyoxylamide 58c. Mp, 139-141° C. 59% Yield. IR νmax (CHCl3) 3462, 3382, 3292, 1737, ... Starting materials: C(C)OC(=O)C1(CC1)C1=CC=C(C=C1)C1=CC=C(C=C1)C=1C=NN(C1C(C#C)O)C (1-{4′-[5-(1-Hydroxy-prop-2-ynyl)-1-methyl-1H-pyrazol-4-yl]-biphenyl-4-yl}-cyclopropanecarboxylic acid ethyl ester), CS(=O)C (DMSO), O=C1C(O)=C([O-])[C@H](O1)[C@@H](O)CO.[Na+] (sodium ascorbate), C(C1=CC=CC=C1)N=[N+]=[N-] (benzyl azide), CS(=O)C (DMSO). Reagents/catalysts: S(=O)(=O)([O-])[O-].[Cu+2] (Copper(II) sulfate). The solvent is CCOC(=O)C.O (EtOAc H2O), O (H2O). Reaction conditions: time 18 hour. Product: C(C)OC(=O)C1(CC1)C1=CC=C(C=C1)C1=CC=C(C=C1)C=1C=NN(C1C(O)C=1N=NN(C1)CC1=CC=CC=C1)C (1-(4′-{5-[(1-Benzyl-1H-[1,2,3]triazol-4-yl)-hydroxy-methyl]-1-methyl-1H-pyrazol-4-yl}-biphenyl-4-yl)-cyclopropanecarboxylic acid ethyl ester). RXN SMILES: [CH2:1]([O:3][C:4]([C:6]1([C:9]2[CH:14]=[CH:13][C:12]([C:15]3[CH:20]=[CH:19][C:18]([C:21]4[CH:22]=[N:23][N:24]([CH3:30])[C:25]=4[CH:26]([OH:29])[C:27]#[CH:28])=[CH:17][CH:16]=3)=[CH:11][CH:10]=2)[CH2:8][CH2:7]1)=[O:5])[CH3:2].[CH2:31]([N:38]=[N+:39]=[N-:40])[C:32]1[CH:37]=[CH:36][CH:35]=[CH:34][CH:33]=1.CS(C)=O.O=C1O[C@H]([C@H](CO)O)C([O-])=C1O.[Na+]>O.S([O-])([O-])(=O)=O.[Cu+2].CCOC(C)=O.O>[CH2:1]([O:3][C:4]([C:6]1([C:9]2[CH:10]=[CH:11][C:12]([C:15]3[CH:20]=[CH:19][C:18]([C:21]4[CH:22]=[N:23][N:24]([CH3:30])[C:25]=4[CH:26]([C:27]4[N:40]=[N:39][N:38]([CH2:31][C:32]5[CH:37]=[CH:36][CH:35]=[CH:34][CH:33]=5)[CH:28]=4)[OH:29])=[CH:17][CH:16]=3)=[CH:13][CH:14]=2)[CH2:8][CH2:7]1)=[O:5])[CH3:2] |f:3.4,6.7,8.9|. Procedure: 1-{4′-[5-(1-Hydroxy-prop-2-ynyl)-1-methyl-1H-pyrazol-4-yl]-biphenyl-4-yl}-cyclopropanecarboxylic acid ethyl ester (0.17 g, 0.45 mmol) and benzyl azide (0.072 g, 0.54 mmol) were combined DMSO (5 mL). Copper(II) sulfate (0.001 g, 0.005 mmol) and sodium ascorbate (0.001 g, 0.05 mmol) were combined in H2O (2 mL) and the solution was added to the DMSO mixture. The reaction was stirred at room temperature for 18 hours then submitted to EtOAc/H2O workup. Purification on silica gel (0-70% EtOAc in hexan... The reactants are ClC1=CN=C(C2=CC(=CC=C12)S(=O)(=O)NC1(CCN(CC1)C)C(=O)OC)NC(=N)N (methyl 4-[({4-chloro-1-guanidino-7-isoquinolinyl}sulphonyl)amino]-1-methyl-4-piperidinecarboxylate), [OH-].[Na+] (NaOH), Cl (HCl). Solvent: CO (MeOH). Yields the product Cl.ClC1=CN=C(C2=CC(=CC=C12)S(=O)(=O)NC1(CCN(CC1)C)C(=O)O)NC(=N)N (4-[({4-chloro-1-guanidino-7-isoquinolinyl}sulphonyl)amino]-1-methyl-4-piperidinecarboxylic acid hydrochloride). Isolated yield 31.8%. RXN SMILES: [Cl:1][C:2]1[C:11]2[C:6](=[CH:7][C:8]([S:12]([NH:15][C:16]3([C:23]([O:25]C)=[O:24])[CH2:21][CH2:20][N:19]([CH3:22])[CH2:18][CH2:17]3)(=[O:14])=[O:13])=[CH:9][CH:10]=2)[C:5]([NH:27][C:28]([NH2:30])=[NH:29])=[N:4][CH:3]=1.[OH-].[Na+].Cl>CO>[ClH:1].[Cl:1][C:2]1[C:11]2[C:6](=[CH:7][C:8]([S:12]([NH:15][C:16]3([C:23]([OH:25])=[O:24])[CH2:21][CH2:20][N:19]([CH3:22])[CH2:18][CH2:17]3)(=[O:14])=[O:13])=[CH:9][CH:10]=2)[C:5]([NH:27][C:28]([NH2:30])=[NH:29])=[N:4][CH:3]=1 |f:1.2,5.6|. Procedure details: A solution of methyl 4-[({4-chloro-1-guanidino-7-isoquinolinyl}sulphonyl)amino]-1-methyl-4-piperidinecarboxylate (100 mg, 0.22 mmol) in aqueous NaOH (2 ml, 2M, 4 mmol) and MeOH (5 ml) was stirred at 60° C. for 42 h. The cooled solution was neutralised using 2M HCl, and the mixture concentrated in vacuo, until precipitation occurred. The solid was filtered, dried and dissolved in concentrated HCl, and the solution evaporated in vacuo. The resulting solid was triturated with Et2O, then i-PrOH, and... Reactants: CC1=CC=C(C=C1)S(=O)(=O)OC[C@@H]1COC2=C(O1)C=C(C=C2)S(=O)(=O)C ([(2S)-7-(methylsulfonyl)-2,3-dihydro-1,4-benzodioxin-2-yl]methyl 4-methylbenzenesulfonate), N1CCCCC1 (piperidine). The solvent is C(C)#N (ACN). Reaction conditions: temperature 120 celsius. Product: CS(=O)(=O)C=1C=CC2=C(O[C@@H](CO2)CN2CCCCC2)C1 (1-{[(2R)-7-(METHYLSULFONYL)-2,3-DIHYDRO-1,4-BENZODIOXIN-2-YL]METHYL}PIPERIDINE). Reaction SMILES: CC1C=CC(S(O[CH2:12][C@H:13]2[O:18][C:17]3[CH:19]=[C:20]([S:23]([CH3:26])(=[O:25])=[O:24])[CH:21]=[CH:22][C:16]=3[O:15][CH2:14]2)(=O)=O)=CC=1.[NH:27]1[CH2:32][CH2:31][CH2:30][CH2:29][CH2:28]1>C(#N)C>[CH3:26][S:23]([C:20]1[CH:21]=[CH:22][C:16]2[O:15][CH2:14][C@@H:13]([CH2:12][N:27]3[CH2:32][CH2:31][CH2:30][CH2:29][CH2:28]3)[O:18][C:17]=2[CH:19]=1)(=[O:24])=[O:25]. Procedure: A mixture of [(2S)-7-(methylsulfonyl)-2,3-dihydro-1,4-benzodioxin-2-yl]methyl 4-methylbenzenesulfonate (0.5 g, 1.1 mmol), piperidine (1 ml) and ACN (3 ml) was heated under microwave radiation at 120° C. for 20 min. Purification on SCX-3 column (TEA/MeOH) and by flash chromatography, first with (DCM/MeOH) as eluent and then (EtOAc/MeOH) as eluent. Yield: 0.2 g, 72%. The amine was converted to the hydrochloric acid salt and crystallized from EtOH/Et2O. M.p. 226° C. MS m/z (rel. intensity, 70 eV) 3... Starting materials: O=S(=O)(c1ccc(F)cc1)c1c[nH]c2ccc(Br)cc12, C1CCOC1, CC(C)(C)[O-], CI, [K+], C1CCOC1. The product is Cn1cc(S(=O)(=O)c2ccc(F)cc2)c2cc(Br)ccc21. RXN SMILES: [Br:1][c:2]1[cH:3][c:4]2[c:5]([S:11](=[O:12])(=[O:13])[c:14]3[cH:15][cH:16][c:17]([F:20])[cH:18][cH:19]3)[cH:6][nH:7][c:8]2[cH:9][cH:10]1.[CH2:27]1[O:28][CH2:29][CH2:30][CH2:31]1.[CH3:21][C:22]([CH3:23])([O-:24])[CH3:25].[I:32][CH3:33].[K+:26].[O:34]1[CH2:35][CH2:36][CH2:37][CH2:38]1>>[Br:1][c:2]1[cH:3][c:4]2[c:5]([S:11](=[O:12])(=[O:13])[c:14]3[cH:15][cH:16][c:17]([F:20])[cH:18][cH:19]3)[cH:6][n:7]([CH3:21])[c:8]2[cH:9][cH:10]1. Reactants: CCO, CCOC(=O)CC1OB(O)c2cc(Oc3nnc([N+](=O)[O-])s3)cc(Cl)c21, Cl, O. Yields the product CCOC(=O)CC1OB(O)c2cc(Oc3nnc(N)s3)cc(Cl)c21. RXN SMILES: [CH3:28][CH2:29][OH:30].[Cl:1][c:2]1[cH:3][c:4]([O:18][c:19]2[s:20][c:21]([N+:24]([O-:25])=[O:26])[n:22][n:23]2)[cH:5][c:6]2[c:10]1[CH:9]([CH2:11][C:12](=[O:13])[O:14][CH2:15][CH3:16])[O:8][B:7]2[OH:17].[ClH:27].[OH2:31]>>[Cl:1][c:2]1[cH:3][c:4]([O:18][c:19]2[s:20][c:21]([NH2:24])[n:22][n:23]2)[cH:5][c:6]2[c:10]1[CH:9]([CH2:11][C:12](=[O:13])[O:14][CH2:15][CH3:16])[O:8][B:7]2[OH:17]. Starting materials: COC(=O)C1CC(S(=O)(=O)c2ccccc2)CN1c1cc(C)nn1-c1ccnc(Cl)c1, [Li+], [OH-]. Yields the product Cc1cc(N2CC(S(=O)(=O)c3ccccc3)CC2C(=O)O)n(-c2ccnc(Cl)c2)n1. Reaction SMILES: [CH3:1][O:2][C:3](=[O:4])[CH:5]1[N:6]([c:19]2[n:20](-[c:25]3[cH:26][c:27]([Cl:31])[n:28][cH:29][cH:30]3)[n:21][c:22]([CH3:24])[cH:23]2)[CH2:7][CH:8]([S:10](=[O:11])(=[O:12])[c:13]2[cH:14][cH:15][cH:16][cH:17][cH:18]2)[CH2:9]1.[Li+:32].[OH-:33]>>[O:2]=[C:3]([OH:4])[CH:5]1[N:6]([c:19]2[n:20](-[c:25]3[cH:26][c:27]([Cl:31])[n:28][cH:29][cH:30]3)[n:21][c:22]([CH3:24])[cH:23]2)[CH2:7][CH:8]([S:10](=[O:11])(=[O:12])[c:13]2[cH:14][cH:15][cH:16][cH:17][cH:18]2)[CH2:9]1. The reactants are CC(=O)Cl, CC(C)(C)OC(=O)c1ccc(C(N)=O)c(N)c1, C1CCOC1, c1ccncc1. Product: CC(=O)Nc1cc(C(=O)OC(C)(C)C)ccc1C(N)=O. Reaction SMILES: [CH3:1][C:2]([Cl:3])=[O:4].[NH2:5][c:6]1[cH:7][c:8]([C:9](=[O:10])[O:11][C:12]([CH3:13])([CH3:14])[CH3:15])[cH:16][cH:17][c:18]1[C:19](=[O:20])[NH2:21].[O:28]1[CH2:29][CH2:30][CH2:31][CH2:32]1.[cH:22]1[cH:23][cH:24][n:25][cH:26][cH:27]1>>[CH3:1][C:2](=[O:4])[NH:5][c:6]1[cH:7][c:8]([C:9](=[O:10])[O:11][C:12]([CH3:13])([CH3:14])[CH3:15])[cH:16][cH:17][c:18]1[C:19](=[O:20])[NH2:21]. Starting materials: CN(C)C=O, Cc1cc(Sc2ccc3nc(CCl)n(C)c3n2)cc(C)c1[N+](=O)[O-], [H-], [Na+], O=C1NC(=O)C(Cc2ccc(O)cc2)S1. Yields the product Cc1cc(Sc2ccc3nc(COc4ccc(CC5SC(=O)NC5=O)cc4)n(C)c3n2)cc(C)c1[N+](=O)[O-]. Reaction SMILES: [CH3:42][N:43]([CH3:44])[CH:45]=[O:46].[Cl:18][CH2:19][c:20]1[n:21][c:22]2[c:23]([n:24][c:25]([S:28][c:29]3[cH:30][c:31]([CH3:39])[c:32]([N+:36](=[O:37])[O-:38])[c:33]([CH3:35])[cH:34]3)[cH:26][cH:27]2)[n:40]1[CH3:41].[H-:1].[Na+:2].[OH:3][c:4]1[cH:5][cH:6][c:7]([CH2:8][CH:9]2[C:10](=[O:15])[NH:11][C:12](=[O:14])[S:13]2)[cH:16][cH:17]1>>[O:3]([c:4]1[cH:5][cH:6][c:7]([CH2:8][CH:9]2[C:10](=[O:15])[NH:11][C:12](=[O:14])[S:13]2)[cH:16][cH:17]1)[CH2:19][c:20]1[n:21][c:22]2[c:23]([n:24][c:25]([S:28][c:29]3[cH:30][c:31]([CH3:39])[c:32]([N+:36](=[O:37])[O-:38])[c:33]([CH3:35])[cH:34]3)[cH:26][cH:27]2)[n:40]1[CH3:41].